From a dataset of the Open Reaction Database (ORD), a public repository of structured organic reaction records. describe an organic reaction: reactants, conditions, products, and yield Starting materials: C(C1=CC=CC=C1)(=O)O (benzoic acid), C(C)#N (acetonitrile), N,N'carbonyldiimidazole, NC1=NC2=NC(=CC=C2C=C1)OC (2-amino-7-methoxy-1,8naphthyridine). The solvent is O (water). Reaction conditions: temperature 4 celsius. The product is COC1=CC=C2C=CC(=NC2=N1)NC(C1=CC=CC=C1)=O (N-(7-methoxy-1,8-naphthyridin-2-yl)benzamide). Isolated yield 39.8%. Reaction SMILES: [C:1]([OH:9])(=O)[C:2]1[CH:7]=[CH:6][CH:5]=[CH:4][CH:3]=1.[NH2:10][C:11]1[CH:20]=[CH:19][C:18]2[C:13](=[N:14][C:15]([O:21][CH3:22])=[CH:16][CH:17]=2)[N:12]=1.C(#N)C>O>[CH3:22][O:21][C:15]1[N:14]=[C:13]2[C:18]([CH:19]=[CH:20][C:11]([NH:10][C:1](=[O:9])[C:2]3[CH:3]=[CH:4][CH:5]=[CH:6][CH:7]=3)=[N:12]2)=[CH:17][CH:16]=1. Reported procedure: The procedure is similar to that described in Example 1, but starting with benzoic acid (13.4 g), N,N'carbonyldiimidazole (17.8 g) and 2-amino-7-methoxy-1,8naphthyridine (12.3 g). The product produced by precipitation in water (20 g; m.p. 80° C.) is dissolved in boiling acetonitrile (200 cc). After 1 hour's cooling at 4° C., the crystallised solid is separated by filtration, washed with acetonitrile (2×10 cc) and dried at 40° C. under reduced pressure (0.067 kPa). N-(7-methoxy-1,8-naphthyridin-2... Reactants: C(CC)C1=CC=C(C=C1)C1=CC(=C(C(=C1)F)B(O)O)F (4′-propyl-3,5-difluoro-4-biphenylboronic acid), BrC=1SC(=CC1)C=C (2-bromo-5-vinylthiophene). The product is FC=1C=C(C=C(C1C=1SC(=CC1)C=C)F)C1=CC=C(C=C1)CCC (2-(3,5-difluoro-4′-propylbiphenyl-4-yl)-5-vinylthiophene). RXN SMILES: [CH2:1]([C:4]1[CH:9]=[CH:8][C:7]([C:10]2[CH:15]=[C:14]([F:16])[C:13](B(O)O)=[C:12]([F:20])[CH:11]=2)=[CH:6][CH:5]=1)[CH2:2][CH3:3].Br[C:22]1[S:23][C:24]([CH:27]=[CH2:28])=[CH:25][CH:26]=1>>[F:20][C:12]1[CH:11]=[C:10]([C:7]2[CH:8]=[CH:9][C:4]([CH2:1][CH2:2][CH3:3])=[CH:5][CH:6]=2)[CH:15]=[C:14]([F:16])[C:13]=1[C:22]1[S:23][C:24]([CH:27]=[CH2:28])=[CH:25][CH:26]=1. Procedure: The compound 2-(3,5-difluoro-4′-propylbiphenyl-4-yl)-5-vinylthiophene (PUS-3-V) is prepared analogously to Example 3 from 4′-propyl-3,5-difluoro-4-biphenylboronic acid and 2-bromo-5-vinylthiophene. Reactants: CN(C(CCC12CCCN3C4=CC=CC=C4C(CCO1)=C32)=O)C (1,2,3,3a,5,6-hexahydro-N,N-dimethyl-4-oxa-10b-azafluoranthene-3a-propionamide), [OH-].[K+] (potassium hydroxide). The product is C1CCC2(OCCC=3C4=CC=CC=C4N1C23)CCC(=O)O (1,2,3,3a,5,6-hexahydro-4-oxa-10b-azafluoranthene-3a-propionic acid). RXN SMILES: CN(C)[C:3](=[O:22])[CH2:4][CH2:5][C:6]12[C:21]3[N:10]([C:11]4[C:16]([C:17]=3[CH2:18][CH2:19][O:20]1)=[CH:15][CH:14]=[CH:13][CH:12]=4)[CH2:9][CH2:8][CH2:7]2.[OH-:24].[K+]>>[CH2:9]1[N:10]2[C:21]3[C:6]([CH2:5][CH2:4][C:3]([OH:22])=[O:24])([O:20][CH2:19][CH2:18][C:17]=3[C:16]3[C:11]2=[CH:12][CH:13]=[CH:14][CH:15]=3)[CH2:7][CH2:8]1 |f:1.2|. Procedure: A solution of 1,2,3,3a,5,6-hexahydro-N,N-dimethyl-4-oxa-10b-azafluoranthene-3a-propionamide (described in Example 8, 25 g, 0.08 mole) in a 10% potassium hydroxide solution (500 ml) is stirred at reflux for 18 hr. The solution is cooled, washed with diethyl ether, acidified and extracted with diethyl ether. The organic phase is dried over sodium sulfate, evaporated and crystallized to give 1,2,3,3a,5,6-hexahydro-4-oxa-10b-azafluoranthene-3a-propionic acid (21.5 g), mp 153°-155° C. Reactants: ClC1=C(C(=NC(=C1C(=O)OC)C(F)(F)Cl)C(F)(F)F)C(=O)OCC (3-Ethyl 5-methyl 4-chloro-6-(chlorodifluoromethyl)-2-(trifluoromethyl)-3,5-pyridinedicarboxylate), C(C)(C)N (isopropylamine). Solvent: CN(C)C=O (DMF). The product is ClC(C1=C(C(=C(C(=N1)C(F)(F)F)C(=O)OCC)NC(C)C)C(=O)OC)(F)F (3-Ethyl 5-methyl 6-(chlorodifluoromethyl)-4-(isopropylamino)-2-(trifluoromethyl)-3,5-pyridine-dicarboxylate). The yield is 89.3%. Reaction SMILES: Cl[C:2]1[C:7]([C:8]([O:10][CH3:11])=[O:9])=[C:6]([C:12]([Cl:15])([F:14])[F:13])[N:5]=[C:4]([C:16]([F:19])([F:18])[F:17])[C:3]=1[C:20]([O:22][CH2:23][CH3:24])=[O:21].[CH:25]([NH2:28])([CH3:27])[CH3:26]>CN(C=O)C>[Cl:15][C:12]([F:14])([F:13])[C:6]1[N:5]=[C:4]([C:16]([F:17])([F:19])[F:18])[C:3]([C:20]([O:22][CH2:23][CH3:24])=[O:21])=[C:2]([NH:28][CH:25]([CH3:27])[CH3:26])[C:7]=1[C:8]([O:10][CH3:11])=[O:9]. Procedure: This compound was prepared as described in Example 37: 5.0 g (0.013 mol) of product of Example 28, 2.2 ml (0.026 mol) of isopropylamine in 30 ml of DMF were reacted at room temperature affording a residue which was kugelrohr distilled at 80 Pa, pot temperature 112° C., to give 4.86 g (89.3%) of product as a yellow solid; mp 43.5°-45° C. The reactants are C(C)(=O)OCC (Ethyl acetate), OC=1C=C2C(C(=C(OC2=CC1O)C)C(=O)O)=O (6,7-dihydroxy-2-methylchromone-3-carboxylic acid), CN(C=O)C (dimethylformamide), C(C)(=O)OC(C)=O (acetic anhydride), C(C)(=O)OCC (ethyl acetate). Solvent: N1=CC=CC=C1 (pyridine). Run at time 3 hour. Product: C(C)(=O)OC=1C=C2C(C(=C(OC2=CC1OC(C)=O)C)C(=O)O)=O (6,7-diacetoxy-2-methylchromone-3-carboxylic acid). RXN SMILES: [OH:1][C:2]1[CH:3]=[C:4]2[C:9](=[CH:10][C:11]=1[OH:12])[O:8][C:7]([CH3:13])=[C:6]([C:14]([OH:16])=[O:15])[C:5]2=[O:17].CN(C)C=O.[C:23](OC(=O)C)(=[O:25])[CH3:24].[C:30](OCC)(=[O:32])[CH3:31]>N1C=CC=CC=1>[C:23]([O:1][C:2]1[CH:3]=[C:4]2[C:9](=[CH:10][C:11]=1[O:12][C:30](=[O:32])[CH3:31])[O:8][C:7]([CH3:13])=[C:6]([C:14]([OH:16])=[O:15])[C:5]2=[O:17])(=[O:25])[CH3:24]. Procedure: A mixture of 6,7-dihydroxy-2-methylchromone-3-carboxylic acid (2.24 g), dimethylformamide (30 ml), ethyl acetate (10 ml), pyridine (2.3 ml) and acetic anhydride (2.3 ml) was stirred at room temperature for 3 hours. Ethyl acetate (100 ml) was added to the reaction mixture, and the organic layer was washed successively with 6N-HCl and water, and thereafter dried over anhydrous magnesium sulfate. The solvent was evaporated and ethyl ether was added to the residue. The resulting solid was collected ... Starting materials: O=C(Cl)c1ccc(F)cc1, I, Nc1nc2c(s1)Cc1ccccc1-2. Product: O=C(Nc1nc2c(s1)Cc1ccccc1-2)c1ccc(F)cc1. RXN SMILES: [F:15][c:16]1[cH:17][cH:18][c:19]([C:20](=[O:21])[Cl:22])[cH:23][cH:24]1.[IH:1].[s:2]1[c:3]([NH2:14])[n:4][c:5]2[c:6]1[CH2:7][c:8]1[cH:9][cH:10][cH:11][cH:12][c:13]1-2>>[s:2]1[c:3]([NH:14][C:20]([c:19]2[cH:18][cH:17][c:16]([F:15])[cH:24][cH:23]2)=[O:21])[n:4][c:5]2[c:6]1[CH2:7][c:8]1[cH:9][cH:10][cH:11][cH:12][c:13]1-2.